Dataset: the Open Reaction Database (ORD), a public repository of structured organic reaction records. Task: describe an organic reaction: reactants, conditions, products, and yield Starting materials: ClC1=C(C=O)C=C(C=N1)C (2-Chloro-5-methylnicotinaldehyde), N1C=NC=C1 (imidazole), C1(C=CCCC1)=O (2-cyclohexen-1-one). Run in CO (MeOH), O (water), CO (MeOH). Product: ClC1=NC=C(C=C1C(C=1C(CCCC1)=O)O)C (2-[(2-Chloro-5-methylpyridine-3-yl)(hydroxy)methyl]2-cyclohexene1-one). Yield: 92.0%. Reaction SMILES: [Cl:1][C:2]1[N:9]=[CH:8][C:7]([CH3:10])=[CH:6][C:3]=1[CH:4]=[O:5].N1C=CN=C1.[C:16]1(=[O:22])[CH2:21][CH2:20][CH2:19][CH:18]=[CH:17]1>CO.O>[Cl:1][C:2]1[C:3]([CH:4]([OH:5])[C:17]2[C:16](=[O:22])[CH2:21][CH2:20][CH2:19][CH:18]=2)=[CH:6][C:7]([CH3:10])=[CH:8][N:9]=1. Reported procedure: The clear solution of 2-Chloro-5-methylnicotinaldehyde (10 mmol, 1.55 g) and imidazole (10 mmol) in 50 ml. of MeOH was slowly charged with 50 ml. of deionized water. To a stirred homogeneous reaction mixture was added 2-cyclohexen-1-one (10.2 mmol., 1 g) at room temperature and reaction progress was monitored by TLC. Upon completion of the reaction, excess MeOH was removed under reduced pressure, washed with water and extracted with CHCl3 thrice. Combined organic layers were washed with brine so... Reactants: CN1CC(=O)Nc2ncc(C=CC(=O)O)cc2C1, CNCc1sc2ccccc2c1C, CCCc1c(CNC)ccc2ccccc12, Cl, Nc1ncc(C=CC(=O)O)cc1CN1CCOCC1. Yields the product Cl, Cc1c(CN(C)C(=O)C=Cc2cnc(N)c(CN3CCOCC3)c2)sc2ccccc12. As a reaction SMILES: [CH3:21][N:22]1[CH2:23][c:24]2[cH:25][c:26]([CH:27]=[CH:28][C:29]([OH:30])=[O:31])[cH:32][n:33][c:34]2[NH:35][C:36](=[O:37])[CH2:38]1.[CH3:39][NH:40][CH2:41][c:42]1[c:43]([CH3:51])[c:44]2[c:45]([s:46]1)[cH:47][cH:48][cH:49][cH:50]2.[CH3:52][NH:53][CH2:54][c:55]1[cH:56][cH:57][c:58]2[c:59]([cH:60][cH:61][cH:62][cH:63]2)[c:64]1[CH2:65][CH2:66][CH3:67].[ClH:20].[NH2:1][c:2]1[c:3]([CH2:13][N:14]2[CH2:15][CH2:16][O:17][CH2:18][CH2:19]2)[cH:4][c:5]([CH:8]=[CH:9][C:10](=[O:11])[OH:12])[cH:6][n:7]1>>[ClH:20].[NH2:1][c:2]1[c:3]([CH2:13][N:14]2[CH2:15][CH2:16][O:17][CH2:18][CH2:19]2)[cH:4][c:5]([CH:8]=[CH:9][C:10](=[O:12])[N:40]([CH3:39])[CH2:41][c:42]2[c:43]([CH3:51])[c:44]3[c:45]([s:46]2)[cH:47][cH:48][cH:49][cH:50]3)[cH:6][n:7]1.